This data is from the Open Reaction Database (ORD), a public repository of structured organic reaction records. The task is: describe an organic reaction: reactants, conditions, products, and yield The reactants are CNS(=O)(=O)c1cccc(C#N)c1, CO, Cl, [H][H], O. Yields the product CNS(=O)(=O)c1cccc(CN)c1, Cl. As a reaction SMILES: [C:1](#[N:2])[c:3]1[cH:4][c:5]([S:9](=[O:10])(=[O:11])[NH:12][CH3:13])[cH:6][cH:7][cH:8]1.[CH3:17][OH:18].[ClH:14].[H:15][H:16].[OH2:19]>>[CH2:1]([NH2:2])[c:3]1[cH:4][c:5]([S:9](=[O:10])(=[O:11])[NH:12][CH3:13])[cH:6][cH:7][cH:8]1.[ClH:14]. Run in CN(C)C=O (DMF), C(C)(=O)OCC (ethyl acetate). Procedure details: A solution of saturated sodium bicarbonate (1.0 liter) was placed in a 4 liter Ehrlenmeyer flask along with 1.0 liter of ethyl acetate. The biphasic mixture was stirred at a rate that insured mixing and 5-benzyloxyanthranilic acid, benzyl ester, hydrochloride (50.0 g, 135 mmol) was added portionwise to the stirred mixture. After addition was complete, the mixture was stirred an additional 15 minutes. The layers were partitioned in a separatory funnel and the aqueous layer was extracted with ethy... As a reaction SMILES: C(=O)(O)[O-].[Na+].Cl.[CH2:7]([O:14][C:15]1[CH:30]=[C:19]([C:20]([O:22][CH2:23][C:24]2[CH:29]=[CH:28][CH:27]=[CH:26][CH:25]=2)=[O:21])[C:18]([NH2:31])=[CH:17][CH:16]=1)[C:8]1[CH:13]=[CH:12][CH:11]=[CH:10][CH:9]=1.N1C(C)=CC=CC=1C.Br[CH2:41][C:42]([O:44][C:45]([CH3:48])([CH3:47])[CH3:46])=[O:43]>CN(C=O)C.C(OCC)(=O)C>[C:42]([CH2:41][NH:31][C:18]1[C:19](=[CH:30][C:15]([O:14][CH2:7][C:8]2[CH:9]=[CH:10][CH:11]=[CH:12][CH:13]=2)=[CH:16][CH:17]=1)[C:20]([O:22][CH2:23][C:24]1[CH:25]=[CH:26][CH:27]=[CH:28][CH:29]=1)=[O:21])([O:44][C:45]([CH3:48])([CH3:47])[CH3:46])=[O:43] |f:0.1,2.3|. Yield: 76.8%. Starting materials: C([O-])(O)=O.[Na+] (sodium bicarbonate), BrCC(=O)OC(C)(C)C (t-butyl bromoacetate), Cl.C(C1=CC=CC=C1)OC1=CC=C(C(C(=O)OCC2=CC=CC=C2)=C1)N (5-benzyloxyanthranilic acid, benzyl ester, hydrochloride), N1=C(C=CC=C1C)C (2,6-lutidine). The product is C(=O)(OC(C)(C)C)CNC=1C(C(=O)OCC2=CC=CC=C2)=CC(=CC1)OCC1=CC=CC=C1 (N-(carbo-t-butoxymethyl)-5-benzyloxyanthranilic acid, benzyl ester). Reactants: O=C([O-])O, CCCCCCC(C)(C)c1ccc(CCC(C)O)c(OCc2ccccc2)c1, CCO, [H][H], [Na+]. Product: CCCCCCC(C)(C)c1ccc(CCC(C)O)c(O)c1. As a reaction SMILES: [C:29](=[O:30])([OH:31])[O-:32].[CH2:1]([c:2]1[cH:3][cH:4][cH:5][cH:6][cH:7]1)[O:8][c:9]1[c:10]([CH2:24][CH2:25][CH:26]([CH3:27])[OH:28])[cH:11][cH:12][c:13]([C:15]([CH2:16][CH2:17][CH2:18][CH2:19][CH2:20][CH3:21])([CH3:22])[CH3:23])[cH:14]1.[CH3:36][CH2:37][OH:38].[H:34][H:35].[Na+:33]>>[OH:8][c:9]1[c:10]([CH2:24][CH2:25][CH:26]([CH3:27])[OH:28])[cH:11][cH:12][c:13]([C:15]([CH2:16][CH2:17][CH2:18][CH2:19][CH2:20][CH3:21])([CH3:22])[CH3:23])[cH:14]1. Starting materials: Cl, CC(C)n1nc(-c2nc(S(C)(=O)=O)c(N)nc2-c2ccccc2)ccc1=O, [Na+], C1COCCO1, [OH-]. The product is CC(C)n1nc(-c2[nH]c(=O)c(N)nc2-c2ccccc2)ccc1=O. Reaction SMILES: [ClH:28].[NH2:1][c:2]1[n:3][c:4](-[c:22]2[cH:23][cH:24][cH:25][cH:26][cH:27]2)[c:5](-[c:12]2[cH:13][cH:14][c:15](=[O:21])[n:16]([CH:18]([CH3:19])[CH3:20])[n:17]2)[n:6][c:7]1[S:8]([CH3:9])(=[O:10])=[O:11].[Na+:30].[O:31]1[CH2:32][CH2:33][O:34][CH2:35][CH2:36]1.[OH-:29]>>[NH2:1][c:2]1[n:3][c:4](-[c:22]2[cH:23][cH:24][cH:25][cH:26][cH:27]2)[c:5](-[c:12]2[cH:13][cH:14][c:15](=[O:21])[n:16]([CH:18]([CH3:19])[CH3:20])[n:17]2)[nH:6][c:7]1=[O:29]. Starting materials: NC(CC(=O)O)C1=CC=C(C=C1)F (rac-3-amino-3-(4-fluorophenyl)propanoic acid), C1(C=2C(C(=O)O1)=CC=CC2)=O (phthalic anhydride), O (water). Solvent: CN(C)C=O (DMF). Conditions: temperature 135 celsius, time 30 minute. Yields the product O=C1N(C(C2=CC=CC=C12)=O)C(CC(=O)O)C1=CC=C(C=C1)F (rac-3-(1,3-Dioxo-1,3-dihydro-2H-isoindol-2-yl)-3-(4-fluorophenyl)propanoic acid). RXN SMILES: [NH2:1][CH:2]([C:7]1[CH:12]=[CH:11][C:10]([F:13])=[CH:9][CH:8]=1)[CH2:3][C:4]([OH:6])=[O:5].[C:14]1(=O)[O:19][C:17](=[O:18])[C:16]2=[CH:20][CH:21]=[CH:22][CH:23]=[C:15]12.O>CN(C=O)C>[O:18]=[C:17]1[C:16]2[C:15](=[CH:23][CH:22]=[CH:21][CH:20]=2)[C:14](=[O:19])[N:1]1[CH:2]([C:7]1[CH:8]=[CH:9][C:10]([F:13])=[CH:11][CH:12]=1)[CH2:3][C:4]([OH:6])=[O:5]. Procedure details: 2.0 g of rac-3-amino-3-(4-fluorophenyl)propanoic acid (10.92 mmol) and 1.62 g of phthalic anhydride (10.92 mmol) were dissolved in 9 ml of DMF and heated at reflux at 135° C. overnight. The reaction solution was added to about 200 ml of water. The solid formed was stirred at RT for about 30 min and then filtered off, washed with water and dried under high vacuum. This gave 3.43 g of the title compound (86% of theory, purity about 86%). The reactants are Fc1ccc(Br)cc1C1SCCCS1, C1CCOC1, CC(C)[N-]C(C)C, [Cl-], [Li+], [NH4+], CC(C)(C)OC(=O)N1CCC(=O)CC1. Yields the product CC(C)(C)OC(=O)N1CCC(O)(C2(c3cc(Br)ccc3F)SCCCS2)CC1. Reaction SMILES: [Br:1][c:2]1[cH:3][cH:4][c:5]([F:14])[c:6]([CH:8]2[S:9][CH2:10][CH2:11][CH2:12][S:13]2)[cH:7]1.[CH2:39]1[O:40][CH2:41][CH2:42][CH2:43]1.[CH3:16][CH:17]([N-:18][CH:19]([CH3:20])[CH3:21])[CH3:22].[Cl-:37].[Li+:15].[NH4+:38].[O:23]=[C:24]1[CH2:25][CH2:26][N:27]([C:30](=[O:31])[O:32][C:33]([CH3:34])([CH3:35])[CH3:36])[CH2:28][CH2:29]1>>[Br:1][c:2]1[cH:3][cH:4][c:5]([F:14])[c:6]([C:8]2([C:24]3([OH:23])[CH2:25][CH2:26][N:27]([C:30](=[O:31])[O:32][C:33]([CH3:34])([CH3:35])[CH3:36])[CH2:28][CH2:29]3)[S:9][CH2:10][CH2:11][CH2:12][S:13]2)[cH:7]1.